From a dataset of the Open Reaction Database (ORD), a public repository of structured organic reaction records. describe an organic reaction: reactants, conditions, products, and yield The reactants are CC(=O)C.OS(=O)(=O)O.O=[Cr](=O)=O (Jones reagent), ClCC(COC1=CC=CC=C1)O (1-chloro-2-hydroxy-3-phenoxypropane), O (water). Reagents/catalysts: [Cr] (chromium). Run in CC(=O)C (acetone). Run at temperature 20 celsius, time 4 hour. Yields the product ClCC(=O)COC1=CC=CC=C1 (1-chloro-3-phenoxyacetone). The yield is 49.7%. RXN SMILES: CC(C)=O.OS(O)(=O)=O.O=[Cr](=O)=O.[Cl:14][CH2:15][CH:16]([OH:25])[CH2:17][O:18][C:19]1[CH:24]=[CH:23][CH:22]=[CH:21][CH:20]=1.O>CC(C)=O.[Cr]>[Cl:14][CH2:15][C:16]([CH2:17][O:18][C:19]1[CH:24]=[CH:23][CH:22]=[CH:21][CH:20]=1)=[O:25] |f:0.1.2|. Procedure details: 8N Jones reagent (100 ml.) was added dropwise to a stirred solution of 1-chloro-2-hydroxy-3-phenoxypropane (28.3 g.) in acetone (100 ml.) during 1 hour while maintaining the reaction temperature at 20° C. The mixture was then stirred for 4 hours, and then sufficient water was added to dissolve the precipitated chromium salts. The mixture was extracted three times with diethyl ether and the combined ethereal extracts were dried over sodium sulphate, concentrated under reduced pressure, dried agai...